The task is: describe an organic reaction: reactants, conditions, products, and yield. This data is from the Open Reaction Database (ORD), a public repository of structured organic reaction records. The reactants are [Na] (Sodium), C1=CC=CC2=CC=CC=C12 (naphthalene), CC1=CC=C(C=C1)S(=O)(=O)N1[C@@H](CCC1)CN1C2=C(SCC3=C1C=CC=C3)C=CC=C2 ((S)-5,11-dihydro-5-(1-[4-methylphenylsulphonyl]-2-pyrrolidinylmethyl)dibenzo[b,e][1,4]thiazepine). Run in COCCOC (DME), COCCOC (DME). Reaction conditions: time 1 hour. Product: N1[C@@H](CCC1)CN1C2=C(SCC3=C1C=CC=C3)C=CC=C2 ((S)-5,11-Dihydro-5-(2-pyrrolidinylmethyl)dibenzo[b,e][1,4]-thiazepine). The yield is 12.2%. As a reaction SMILES: [Na].C1C2C(=CC=CC=2)C=CC=1.CC1C=CC(S([N:22]2[CH2:26][CH2:25][CH2:24][C@H:23]2[CH2:27][N:28]2[C:34]3[CH:35]=[CH:36][CH:37]=[CH:38][C:33]=3[CH2:32][S:31][C:30]3[CH:39]=[CH:40][CH:41]=[CH:42][C:29]2=3)(=O)=O)=CC=1>COCCOC>[NH:22]1[CH2:26][CH2:25][CH2:24][C@H:23]1[CH2:27][N:28]1[C:34]2[CH:35]=[CH:36][CH:37]=[CH:38][C:33]=2[CH2:32][S:31][C:30]2[CH:39]=[CH:40][CH:41]=[CH:42][C:29]1=2 |^1:0|. Reported procedure: Sodium (55 mg) was added to a solution of naphthalene (340 mg) in DME (6 ml) and the mixture stirred at room temperature for one hour, treated with a solution of (S)-5,11-dihydro-5-(1-[4-methylphenylsulphonyl]-2-pyrrolidinylmethyl)dibenzo[b,e][1,4]thiazepine (see Preparations 15 and 16) (200 mg) in DME (4 ml), stirred with ice-cooling for one hour, quenched with water and extracted with ethyl acetate. The organic extract was worked-up and purified as described in Preparation 13 to give the title... Starting materials: CCI, CN(C)C=O, Cl, [K+], [K+], O=C([O-])[O-], COc1ccc2c3c1OC1C(=O)CCC4(OCCCc5ccccc5)C(C2)NCCC314. The product is CCN1CCC23c4c5ccc(OC)c4OC2C(=O)CCC3(OCCCc2ccccc2)C1C5. Reaction SMILES: [CH2:39]([CH3:40])[I:41].[CH3:42][N:43]([CH3:44])[CH:45]=[O:46].[ClH:1].[K+:33].[K+:34].[O-:35][C:36]([O-:37])=[O:38].[O:2]1[c:3]2[c:4]([O:31][CH3:32])[cH:5][cH:6][c:7]3[c:16]2[C:15]24[C:10]([O:21][CH2:22][CH2:23][CH2:24][c:25]5[cH:26][cH:27][cH:28][cH:29][cH:30]5)([CH:9]([CH2:8]3)[NH:19][CH2:18][CH2:17]2)[CH2:11][CH2:12][C:13](=[O:20])[CH:14]14>>[O:2]1[c:3]2[c:4]([O:31][CH3:32])[cH:5][cH:6][c:7]3[c:16]2[C:15]24[C:10]([O:21][CH2:22][CH2:23][CH2:24][c:25]5[cH:26][cH:27][cH:28][cH:29][cH:30]5)([CH:9]([CH2:8]3)[N:19]([CH2:39][CH3:40])[CH2:18][CH2:17]2)[CH2:11][CH2:12][C:13](=[O:20])[CH:14]14.